Dataset: the Open Reaction Database (ORD), a public repository of structured organic reaction records. Task: describe an organic reaction: reactants, conditions, products, and yield Product: CON=C(C1=CC=CC=C1)C1=C(C(=CC=C1)C)C=1C=C2C=C(C(=NC2=CC1)N)N1CCOCC1 ((2-(2-amino-3-morpholinoquinolin-6-yl)-3-methylphenyl)(phenyl)methanone O-methyl oxime). Reaction SMILES: [NH2:1][C:2]1[C:11]([N:12]2[CH2:17][CH2:16][O:15][CH2:14][CH2:13]2)=[CH:10][C:9]2[C:4](=[CH:5][CH:6]=[C:7]([C:18]3[C:23]([CH3:24])=[CH:22][CH:21]=[CH:20][C:19]=3[C:25]([C:27]3[CH:32]=[CH:31][CH:30]=[CH:29][CH:28]=3)=O)[CH:8]=2)[N:3]=1.Cl.[O:34]([NH2:36])[CH3:35]>CO.N1C=CC=CC=1>[CH3:35][O:34][N:36]=[C:25]([C:19]1[CH:20]=[CH:21][CH:22]=[C:23]([CH3:24])[C:18]=1[C:7]1[CH:8]=[C:9]2[C:4](=[CH:5][CH:6]=1)[N:3]=[C:2]([NH2:1])[C:11]([N:12]1[CH2:13][CH2:14][O:15][CH2:16][CH2:17]1)=[CH:10]2)[C:27]1[CH:28]=[CH:29][CH:30]=[CH:31][CH:32]=1 |f:1.2|. Procedure: To a solution of (2-(2-amino-3-morpholinoquinolin-6-yl)-3-methylphenyl)(phenyl)methanone (0.090 g, 0.213 mmol) in MeOH (4.0 mL) was added methoxylamine hydrochloride, 98% (0.089 g, 1.063 mmol) followed by 3 drops of pyridine. The reaction mixture was brought up to reflux for 41 h until the conversion was completed, as determined by LCMS. The reaction mixture was cooled to RT and purified on HPLC (10-100% MeCN/H2O with 0.1% TFA) to afford (2-(2-amino-3-morpholinoquinolin-6-yl)-3-methylphenyl)(phe... Solvent: CO (MeOH). The reactants are NC1=NC2=CC=C(C=C2C=C1N1CCOCC1)C1=C(C=CC=C1C)C(=O)C1=CC=CC=C1 ((2-(2-amino-3-morpholinoquinolin-6-yl)-3-methylphenyl)(phenyl)methanone), Cl.O(C)N (methoxylamine hydrochloride). The reagents and catalysts are N1=CC=CC=C1 (pyridine). Reactants: ClCCC=1C(OC2=C(C1C)C(=CC(=C2)OC)OC)=O (3-(2-chloroethyl)-5,7-dimethoxy-4-methyl-2H-1-benzopyran-2-one), FC1=C(C=CC=C1)N1CCNCC1 (1-(2-fluorophenyl)piperazine). Run in C(C)O (ethanol). Yields the product FC1=C(C=CC=C1)N1CCN(CC1)CCC=1C(OC2=C(C1C)C(=CC(=C2)OC)OC)=O (3-{2-[4-(2-fluorophenyl)-1-piperazinyl]ethyl}-5,7-dimethoxy-4-methyl-2H-1-benzopyran-2-one). The yield is 42.0%. As a reaction SMILES: Cl[CH2:2][CH2:3][C:4]1[C:5](=[O:19])[O:6][C:7]2[CH:14]=[C:13]([O:15][CH3:16])[CH:12]=[C:11]([O:17][CH3:18])[C:8]=2[C:9]=1[CH3:10].[F:20][C:21]1[CH:26]=[CH:25][CH:24]=[CH:23][C:22]=1[N:27]1[CH2:32][CH2:31][NH:30][CH2:29][CH2:28]1>C(O)C>[F:20][C:21]1[CH:26]=[CH:25][CH:24]=[CH:23][C:22]=1[N:27]1[CH2:32][CH2:31][N:30]([CH2:2][CH2:3][C:4]2[C:5](=[O:19])[O:6][C:7]3[CH:14]=[C:13]([O:15][CH3:16])[CH:12]=[C:11]([O:17][CH3:18])[C:8]=3[C:9]=2[CH3:10])[CH2:29][CH2:28]1. Procedure: Process B; starting materials: 3-(2-chloroethyl)-5,7-dimethoxy-4-methyl-2H-1-benzopyran-2-one (Example 39) and 1-(2-fluorophenyl)piperazine; yield 42%; m.p. 152°-153° C. (from ethanol). Reactants: C1(CCCCC1)N=C=NC1CCCCC1 (dicyclohexylcarbodiimide), solution, C(C1=CC=CC=C1)C1(C(N(C(C(N1)=O)CC(C)C)OCC1=CC=CC=C1)=O)C(=O)O ((3RS,6SR)-3-benzyl-1-benzyloxy-3-carboxy-6-isobutylpiperazine-2,5-dione), ON1C(CCC1=O)=O (N-hydroxysuccinimide), NC=1SC2=C(N1)C=CC=C2 (2-aminobenzothiazole). Run in O1CCOCC1 (dioxane), C(C)(=O)OCC (ethyl acetate). Run at time 2 hour. Product: S1C(=NC2=C1C=CC=C2)C2(C(N(C(C(N2C(N)=O)=O)CC(C)C)OCC2=CC=CC=C2)=O)CC2=CC=CC=C2 ((3RS,6SR)-3-(benzothiazol-2-yl)-carbamoyl-3-benzyl-1-benzyloxy-6-isobutylpiperazine-2,5-dione). Yield: 96.6%. Reaction SMILES: C1(N=C=NC2CCCCC2)CCCCC1.[CH2:16]([C:23]1(C(O)=O)[NH:28][C:27](=[O:29])[CH:26]([CH2:30][CH:31]([CH3:33])[CH3:32])[N:25]([O:34][CH2:35][C:36]2[CH:41]=[CH:40][CH:39]=[CH:38][CH:37]=2)[C:24]1=[O:42])[C:17]1[CH:22]=[CH:21][CH:20]=[CH:19][CH:18]=1.O[N:47]1[C:51](=[O:52])CCC1=O.N[C:55]1[S:56][C:57]2[CH:63]=[CH:62][CH:61]=[CH:60][C:58]=2[N:59]=1>O1CCOCC1.C(OCC)(=O)C>[S:56]1[C:57]2[CH:63]=[CH:62][CH:61]=[CH:60][C:58]=2[N:59]=[C:55]1[C:23]1([CH2:16][C:17]2[CH:18]=[CH:19][CH:20]=[CH:21][CH:22]=2)[N:28]([C:51](=[O:52])[NH2:47])[C:27](=[O:29])[CH:26]([CH2:30][CH:31]([CH3:33])[CH3:32])[N:25]([O:34][CH2:35][C:36]2[CH:37]=[CH:38][CH:39]=[CH:40][CH:41]=2)[C:24]1=[O:42]. Reported procedure: 1.09 g of dicyclohexylcarbodiimide was added to 25 ml of a solution of 2.17 g of (3RS,6SR)-3-benzyl-1-benzyloxy-3-carboxy-6-isobutylpiperazine-2,5-dione and 0.63 g of N-hydroxysuccinimide in anhydrous dioxane. The mixture was stirred at room temperature for 2 hours. Thereto was added 0.80 g of 2-aminobenzothiazole. The mixture was stirred at room temperature for 23 hours. The reaction mixture was diluted with 200 ml of ethyl acetate. The resulting solution was washed with an aqueous solution sat...